From a dataset of the Open Reaction Database (ORD), a public repository of structured organic reaction records. describe an organic reaction: reactants, conditions, products, and yield Yield: 18.8%. Conditions: time 30 minute. Reaction SMILES: Br[C:2]1[N:3]=[C:4]([C:16](=[O:31])[N:17](C(OC(C)(C)C)=O)[C:18]2[CH:23]=[CH:22][CH:21]=[CH:20][CH:19]=2)[C:5]([NH:8]C(=O)OC(C)(C)C)=[N:6][CH:7]=1.C(=O)([O-])[O-].[Cs+].[Cs+].[N:38]1[CH:43]=[CH:42][CH:41]=[C:40]([NH2:44])[CH:39]=1.C1(P(C2CCCCC2)C2C=CC=CC=2C2C=CC=CC=2N(C)C)CCCCC1.C1(C=CC(=O)C=CC2C=CC=CC=2)C=CC=CC=1>C1(C)C=CC=CC=1.[Pd]>[NH2:8][C:5]1[C:4]([C:16]([NH:17][C:18]2[CH:19]=[CH:20][CH:21]=[CH:22][CH:23]=2)=[O:31])=[N:3][C:2]([NH:44][C:40]2[CH:39]=[N:38][CH:43]=[CH:42][CH:41]=2)=[CH:7][N:6]=1 |f:1.2.3|. Yields the product NC=1C(=NC(=CN1)NC=1C=NC=CC1)C(=O)NC1=CC=CC=C1 (3-Amino-N-phenyl-6-(3-pyridylamino)pyrazine-2-carboxamide). Procedure details: tert-Butyl N-[5-bromo-3-[tert-butoxycarbonyl(phenyl)carbamoyl]pyrazin-2-yl]carbamate (60 mg, 0.1216 mmol), dicesium carbonate (118.9 mg, 0.3648 mmol), pyridin-3-amine (17.17 mg, 0.1824 mmol), 2-(2-dicyclohexylphosphanylphenyl)-N,N-dimethyl-aniline (14.36 mg, 0.03648 mmol), 1,5-diphenylpenta-1,4-dien-3-one; palladium (11.14 mg, 0.01216 mmol) in toluene (06. mL) heated under microwave conditions at 130° C. for 30 minutes. The reaction mixture was filtered and the filtrate diluted with DCM (2 mL) a... The solvent is C1(=CC=CC=C1)C (toluene). The reagents and catalysts are [Pd] (palladium). Reactants: BrC=1N=C(C(=NC1)NC(OC(C)(C)C)=O)C(N(C1=CC=CC=C1)C(=O)OC(C)(C)C)=O (tert-Butyl N-[5-bromo-3-[tert-butoxycarbonyl(phenyl)carbamoyl]pyrazin-2-yl]carbamate), C1(CCCCC1)P(C1=C(C=CC=C1)C1=C(N(C)C)C=CC=C1)C1CCCCC1 (2-(2-dicyclohexylphosphanylphenyl)-N,N-dimethyl-aniline), C1(=CC=CC=C1)C=CC(C=CC1=CC=CC=C1)=O (1,5-diphenylpenta-1,4-dien-3-one), C([O-])([O-])=O.[Cs+].[Cs+] (dicesium carbonate), N1=CC(=CC=C1)N (pyridin-3-amine). Reactants: CC[O-], CS(C)=O, O=[N+]([O-])c1ccc(F)c(-c2nc3cc(-c4ccccc4)ccc3o2)c1, [Na+]. Product: CCOc1ccc([N+](=O)[O-])cc1-c1nc2cc(-c3ccccc3)ccc2o1. Reaction SMILES: [CH3:27][CH2:28][O-:29].[CH3:30][S:31]([CH3:32])=[O:33].[N+:1](=[O:2])([O-:3])[c:4]1[cH:5][cH:6][c:7]([F:25])[c:8](-[c:10]2[o:11][c:12]3[c:13]([n:14]2)[cH:15][c:16](-[c:19]2[cH:20][cH:21][cH:22][cH:23][cH:24]2)[cH:17][cH:18]3)[cH:9]1.[Na+:26]>>[N+:1](=[O:2])([O-:3])[c:4]1[cH:5][cH:6][c:7]([O:29][CH2:28][CH3:27])[c:8](-[c:10]2[o:11][c:12]3[c:13]([n:14]2)[cH:15][c:16](-[c:19]2[cH:20][cH:21][cH:22][cH:23][cH:24]2)[cH:17][cH:18]3)[cH:9]1. Starting materials: ClC1=C(N)C(=CC(=C1)Cl)Cl (2,4,6-trichloroaniline), C1(\C=C/C(=O)O1)=O (maleic anhydride), [Sn](Cl)Cl (tin(II) chloride). Reaction conditions: temperature 140 celsius, time 2 hour. Yields the product ClC1=C(C(=CC(=C1)Cl)Cl)N1C(C=CC1=O)=O (N-(2,4,6-trichlorophenyl)maleimide). RXN SMILES: [Cl:1][C:2]1[CH:8]=[C:7]([Cl:9])[CH:6]=[C:5]([Cl:10])[C:3]=1[NH2:4].[C:11]1(=O)[O:16][C:14](=[O:15])[CH:13]=[CH:12]1.[Sn](Cl)Cl>>[Cl:1][C:2]1[CH:8]=[C:7]([Cl:9])[CH:6]=[C:5]([Cl:10])[C:3]=1[N:4]1[C:14](=[O:15])[CH:13]=[CH:12][C:11]1=[O:16]. Reported procedure: A mixture of 2,4,6-trichloroaniline (1.20g, 6.11 mmol), maleic anhydride (0.80g, 8.2 mmol) and tin(II) chloride (0.068g, 0.36 mmol) is heated to 140° C. with mixing and held at this temperature for 2.0 hours. The reaction mixture is cooled, extracted with xylene, filtered and the resulting filtrate water washed. Solvent removal yielded N-(2,4,6-trichlorophenyl)maleimide. HPLC analysis showed conversion of 2,4,6-trichloroaniline was 96.4% and selectivity to N-(2,4,6-trichlorophenyl)maleimide base... Starting materials: O=C(Br)CBr, CCCCCCCCC=CCCCCCCCCO, CCN(C(C)C)C(C)C, C1CCOC1. Yields the product CCCCCCCCC=CCCCCCCCCOC(=O)CBr. RXN SMILES: [Br:1][CH2:2][C:3](=[O:4])[Br:5].[CH2:6]([CH2:7][CH2:8][CH2:9][CH2:10][CH2:11][CH2:12][CH2:13][CH:14]=[CH:15][CH2:16][CH2:17][CH2:18][CH2:19][CH2:20][CH2:21][CH2:22][CH3:23])[OH:24].[CH:25]([N:26]([CH:27]([CH3:28])[CH3:29])[CH2:30][CH3:31])([CH3:32])[CH3:33].[O:34]1[CH2:35][CH2:36][CH2:37][CH2:38]1>>[Br:1][CH2:2][C:3](=[O:4])[O:24][CH2:6][CH2:7][CH2:8][CH2:9][CH2:10][CH2:11][CH2:12][CH2:13][CH:14]=[CH:15][CH2:16][CH2:17][CH2:18][CH2:19][CH2:20][CH2:21][CH2:22][CH3:23]. Starting materials: CS(=O)(=O)c1nc(OCC(F)(F)F)c(C#N)c(N2CCC(c3ccccc3)CC2)n1, O=C(OO)c1cccc(Cl)c1, NCCO, C1COCCO1. Product: N#Cc1c(OCC(F)(F)F)nc(NCCO)nc1N1CCC(c2ccccc2)CC1. RXN SMILES: [CH3:12][S:13](=[O:14])(=[O:15])[c:16]1[n:17][c:18]([O:36][CH2:37][C:38]([F:39])([F:40])[F:41])[c:19]([C:34]#[N:35])[c:20]([N:22]2[CH2:23][CH2:24][CH:25]([c:28]3[cH:29][cH:30][cH:31][cH:32][cH:33]3)[CH2:26][CH2:27]2)[n:21]1.[Cl:1][c:2]1[cH:3][cH:4][cH:5][c:6]([C:7]([O:8][OH:9])=[O:10])[cH:11]1.[NH2:42][CH2:43][CH2:44][OH:45].[O:46]1[CH2:47][CH2:48][O:49][CH2:50][CH2:51]1>>[c:16]1([NH:42][CH2:43][CH2:44][OH:45])[n:17][c:18]([O:36][CH2:37][C:38]([F:39])([F:40])[F:41])[c:19]([C:34]#[N:35])[c:20]([N:22]2[CH2:23][CH2:24][CH:25]([c:28]3[cH:29][cH:30][cH:31][cH:32][cH:33]3)[CH2:26][CH2:27]2)[n:21]1. Reactants: C(C)(=O)C1=CC(=C(C=C1)CC(C(=O)OC)Br)C (methyl 3-(4-acetyl-2-methylphenyl)-2-bromopropionate), Cl (hydrochloric acid), O (Water), C[O-].[Na+] (Sodium methoxide). Solvent: CO (methanol). Run at temperature 5 celsius, time 20 minute. Yields the product C(C)(=O)C1=CC(=C(C=C1)C=CC(=O)O)C (3-(4-Acetyl-2-methylphenyl)acrylic acid), product. The yield is 34.0%. Reaction SMILES: [C:1]([C:4]1[CH:9]=[CH:8][C:7]([CH2:10][CH:11](Br)[C:12]([O:14]C)=[O:13])=[C:6]([CH3:17])[CH:5]=1)(=[O:3])[CH3:2].C[O-].[Na+].Cl.O>CO>[C:1]([C:4]1[CH:9]=[CH:8][C:7]([CH:10]=[CH:11][C:12]([OH:14])=[O:13])=[C:6]([CH3:17])[CH:5]=1)(=[O:3])[CH3:2] |f:1.2|. Reported procedure: The obtained methyl 3-(4-acetyl-2-methylphenyl)-2-bromopropionate (2.79 g, 9.33 mmol) was dissolved in methanol (80 mL). The solution was cooled to 5° C. Sodium methoxide (1.51 g, 27.98 mmol) was added to the solution. The mixture was stirred at room temperature for 20 minutes, refluxed for 1 hour, cooled to room temperature, and acidized with 1N hydrochloric acid. Water (50 mL) was added to the mixture. The mixture was extracted with chloroform. The organic layer was dried with anhydrous sodium... Reactants: C1(CC1)N1C=C(C(C2=CC(=C(C(=C12)F)F)F)=O)C(=O)O (1-cyclopropyl-6,7,8-trifluoro-1, 4-dihydro-4-oxo-quinoline-3-carboxylic acid), Cl.N=1N(N=NC1)C1CNCC1 (3-(1,2,3,4-tetrazol-2-yl) pyrrolidine hydrochloride), C1CCC2=NCCCN2CC1 (DBU). Solvent: C(C)#N (acetonitrile). Product: C1(CC1)N1C=C(C(C2=CC(=C(C(=C12)F)N1CC(CC1)N1N=CN=N1)F)=O)C(=O)O (1-cyclopropyl-6,8-difluoro-7-[3-(1,2,3,4-tetrazol-2-yl)pyrrolidin-1-yl]-1,4-dihydro-4-oxoquinoline-3-carboxylic acid). RXN SMILES: [CH:1]1([N:4]2[C:13]3[C:8](=[CH:9][C:10]([F:16])=[C:11](F)[C:12]=3[F:14])[C:7](=[O:17])[C:6]([C:18]([OH:20])=[O:19])=[CH:5]2)[CH2:3][CH2:2]1.Cl.[N:22]1[N:23]([CH:27]2[CH2:31][CH2:30][NH:29][CH2:28]2)[N:24]=[N:25][CH:26]=1.C1CCN2C(=NCCC2)CC1>C(#N)C>[CH:1]1([N:4]2[C:13]3[C:8](=[CH:9][C:10]([F:16])=[C:11]([N:29]4[CH2:30][CH2:31][CH:27]([N:23]5[N:24]=[N:25][CH:26]=[N:22]5)[CH2:28]4)[C:12]=3[F:14])[C:7](=[O:17])[C:6]([C:18]([OH:20])=[O:19])=[CH:5]2)[CH2:3][CH2:2]1 |f:1.2|. Reported procedure: A solution of 1-cyclopropyl-6,7,8-trifluoro-1, 4-dihydro-4-oxo-quinoline-3-carboxylic acid (28.3 mg, 0.1 mmol), 3-(1,2,3,4-tetrazol-2-yl) pyrrolidine hydrochloride (35.1 mg, 0.2 mmol) and DBU (45.6 mg, 0.3 mmol) in acetonitrile (2 ml) was refluxed under nitrogen for 23 hrs. The solvent was then evaporated to dryness. The residue was diluted with water and extracted with chloroform. The organic extract was dried over Na2SO4, concentrated and the residue was crystallized from methanol-water. Yield... Starting materials: C[Si](C)(C)[N-][Si](C)(C)C.[Na+] (Sodium bis(trimethylsilyl)amide), C(CCC)S (1-butanethiol), CC=1C=C(C=C(C1)NC1=NC=CC(=N1)S(=O)(=O)C)C1=CN=C(S1)N1CC(NCCC1)=O (4-[5-(3-methyl-5-{[4-(methylsulfonyl)-2-pyrimidinyl]amino}phenyl)-1,3-thiazol-2-yl]-1,4-diazepan-2-one). Solvent: CN(C)C=O (DMF), C(C)(=O)OCC (ethyl acetate). Run at time 15 minute. The product is C(CCC)SC1=NC(=NC=C1)NC=1C=C(C=C(C1)C)C1=CN=C(S1)N1CC(NCCC1)=O (4-[5-(3-{[4-(butylsulfanyl)pyrimidin-2-yl]amino}-5-methylphenyl)-1,3-thiazol-2-yl]-1,4-diazepan-2-one). The yield is 47.7%. As a reaction SMILES: C[Si]([N-][Si](C)(C)C)(C)C.[Na+].[CH2:11]([SH:15])[CH2:12][CH2:13][CH3:14].[CH3:16][C:17]1[CH:18]=[C:19]([C:34]2[S:38][C:37]([N:39]3[CH2:45][CH2:44][CH2:43][NH:42][C:41](=[O:46])[CH2:40]3)=[N:36][CH:35]=2)[CH:20]=[C:21]([NH:23][C:24]2[N:29]=[C:28](S(C)(=O)=O)[CH:27]=[CH:26][N:25]=2)[CH:22]=1>CN(C=O)C.C(OCC)(=O)C>[CH2:11]([S:15][C:26]1[CH:27]=[CH:28][N:29]=[C:24]([NH:23][C:21]2[CH:20]=[C:19]([C:34]3[S:38][C:37]([N:39]4[CH2:45][CH2:44][CH2:43][NH:42][C:41](=[O:46])[CH2:40]4)=[N:36][CH:35]=3)[CH:18]=[C:17]([CH3:16])[CH:22]=2)[N:25]=1)[CH2:12][CH2:13][CH3:14] |f:0.1|. Reported procedure: Sodium bis(trimethylsilyl)amide (164 μL, 1.0 M, 0.164 mmol) was added to a solution of 1-butanethiol (28.1 μL, 0.262 mmol) stirring in DMF (327 μL) at room temperature in an oven-dried vial. Stirred for 15 minutes, then added 4-[5-(3-methyl-5-{[4-(methylsulfonyl)-2-pyrimidinyl]amino}phenyl)-1,3-thiazol-2-yl]-1,4-diazepan-2-one (30 mg, 0.065 mmol). Stirred at room temperature for 30 minutes, diluted with ethyl acetate (10 mL), and washed with 1:1 water:brine (10 mL). The organic extracts were dri... Starting materials: C(C)(=O)OC(C)=O (acetic anhydride), C(C)(=O)[O-].[K+] (potassium acetate), 4-[N-trialkylsilylalkyl-N-(methyl or acetyl)amino]benzaldehydes, [Na] (sodium), carbanion, C[Si](CCCCCCCCCCCCCCNC1=CC=C(C=C1)C(CC(=O)OCC)O)(C)C (ethyl 3-[4-[14-(trimethylsilyl)tetradecylamino]phenyl]-3-hydroxypropionate). Solvent: C(C)(=O)OCC (ethyl acetate), C(C)(=O)OCC (ethyl acetate). The product is C[Si](CCCCCCCCCCCCCCNC1=CC=C(C=CC(=O)OCC)C=C1)(C)C (ethyl 4-[14-(trimethylsilyl)tetradecylamino]cinnamate). RXN SMILES: [Na].C(OC(=O)C)(=O)C.C([O-])(=O)C.[K+].[CH3:14][Si:15]([CH3:46])([CH3:45])[CH2:16][CH2:17][CH2:18][CH2:19][CH2:20][CH2:21][CH2:22][CH2:23][CH2:24][CH2:25][CH2:26][CH2:27][CH2:28][CH2:29][NH:30][C:31]1[CH:36]=[CH:35][C:34]([CH:37](O)[CH2:38][C:39]([O:41][CH2:42][CH3:43])=[O:40])=[CH:33][CH:32]=1>C(OCC)(=O)C>[CH3:46][Si:15]([CH3:14])([CH3:45])[CH2:16][CH2:17][CH2:18][CH2:19][CH2:20][CH2:21][CH2:22][CH2:23][CH2:24][CH2:25][CH2:26][CH2:27][CH2:28][CH2:29][NH:30][C:31]1[CH:32]=[CH:33][C:34]([CH:37]=[CH:38][C:39]([O:41][CH2:42][CH3:43])=[O:40])=[CH:35][CH:36]=1 |f:2.3,^1:0|. Reported procedure: The [4-(trialkylsilylalkylamino)phenyl]alkenoic acids may be prepared by condensation of the appropriate aldehydes or by dehydration of the corresponding substituted-phenyl-hydroxyalkanoic acids. For example, ethyl 5-[4-[14-(trimethylsilyl)tetradecylamino]phenyl]-2,4-pentadienoate is obtained by the Wittig reaction of 4-[14-(trimethylsilyl)tetradecylamino]benzaldehyde with the Wittig reagent, triethyl 4-phosphonocrotonate. Alternatively, these alkenoic acids are obtained by heating 4-[N-trialkyl... The reactants are CS(=O)(=O)OCCC1=CC(=C(C=C1)OC)OC (2-(3,4-dimethoxyphenyl)ethyl methanesulfonate), [I-].[Na+] (sodium iodide), O (water). Solvent: CC(=O)C (acetone). Yields the product COC=1C=C(CCI)C=CC1OC (3,4-Dimethoxyphenethyl iodide). Isolated yield 92.6%. As a reaction SMILES: CS(O[CH2:6][CH2:7][C:8]1[CH:13]=[CH:12][C:11]([O:14][CH3:15])=[C:10]([O:16][CH3:17])[CH:9]=1)(=O)=O.[I-:18].[Na+].O>CC(C)=O>[CH3:17][O:16][C:10]1[CH:9]=[C:8]([CH:13]=[CH:12][C:11]=1[O:14][CH3:15])[CH2:7][CH2:6][I:18] |f:1.2|. Reported procedure: To a flask was added 21.2 g (0.078 mole) of 2-(3,4-dimethoxyphenyl)ethyl methanesulfonate and 44.65 g (0.3 mole) of sodium iodide in 420 ml of acetone. The solution was refluxed for 2 hr, poured into water, washed with brine, dried over MgSO4, and evaporated to give 21.1 g of a yellow oil. The oil was recrystallized in MeOH to give 17.1 g of product, mp 43°-46° C.